describe an organic reaction: reactants, conditions, products, and yield From a dataset of the Open Reaction Database (ORD), a public repository of structured organic reaction records. The reactants are S1C(=CC=C1)S(=O)C(CC(=O)O)C (3-(2-thienylsulfinyl)butyric acid), NC1[C@@H]2N(C(=C(CS2)CN=[N+]=[N-])C(=O)O)C1=O (7-amino-3-azidomethyl-3-cephem-4-carboxylic acid). Yields the product S1C(=CC=C1)S(=O)C(CC(=O)NC1[C@@H]2N(C(=C(CS2)CN=[N+]=[N-])C(=O)O)C1=O)C (7-[3-(2-thienylsulfinyl)butyramido]-3-azidomethyl-3-cephem-4-carboxylic acid). RXN SMILES: [S:1]1[CH:5]=[CH:4][CH:3]=[C:2]1[S:6]([CH:8]([CH3:13])[CH2:9][C:10]([OH:12])=O)=[O:7].[NH2:14][CH:15]1[C:29](=[O:30])[N:17]2[C:18]([C:26]([OH:28])=[O:27])=[C:19]([CH2:22][N:23]=[N+:24]=[N-:25])[CH2:20][S:21][C@H:16]12>>[S:1]1[CH:5]=[CH:4][CH:3]=[C:2]1[S:6]([CH:8]([CH3:13])[CH2:9][C:10]([NH:14][CH:15]1[C:29](=[O:30])[N:17]2[C:18]([C:26]([OH:28])=[O:27])=[C:19]([CH2:22][N:23]=[N+:24]=[N-:25])[CH2:20][S:21][C@H:16]12)=[O:12])=[O:7]. Procedure: 436 mg. of 3-(2-thienylsulfinyl)butyric acid and 7-amino-3-azidomethyl-3-cephem-4-carboxylic acid were reacted in the same manner as described in Example 28 and 292 mg. of 7-[3-(2-thienylsulfinyl)butyramido]-3-azidomethyl-3-cephem-4-carboxylic acid were obtained. The reactants are Cc1cc(C)nc(NC(=O)NS(=O)(=O)CCCl)n1, CCO, [Na+], [OH-], O. Yields the product C=CS(=O)(=O)NC(=O)Nc1nc(C)cc(C)n1. As a reaction SMILES: [CH3:1][c:2]1[n:3][c:4]([NH:9][C:10](=[O:11])[NH:12][S:13](=[O:14])(=[O:15])[CH2:16][CH2:17][Cl:18])[n:5][c:6]([CH3:8])[cH:7]1.[CH3:21][CH2:22][OH:23].[Na+:20].[OH-:19].[OH2:24]>>[CH3:1][c:2]1[n:3][c:4]([NH:9][C:10](=[O:11])[NH:12][S:13](=[O:14])(=[O:15])[CH:16]=[CH2:17])[n:5][c:6]([CH3:8])[cH:7]1.